This data is from the Open Reaction Database (ORD), a public repository of structured organic reaction records. The task is: describe an organic reaction: reactants, conditions, products, and yield The reactants are C(C1=CC=CC=C1)Br (Benzyl bromide), C(CCC)[Li] (n-butyl lithium), CCCCCC (hexane), N1C(CCCCC1)=O (hexahydroazepin-2-one), [Cl-].[NH4+] (ammonium chloride). Solvent: O1CCCC1 (tetrahydrofuran), O1CCCC1 (tetrahydrofuran), O (water). Conditions: temperature -50 celsius, time 3 hour. The product is C1(=CC=CC=C1)CC1C(NCCCC1)=O (3-phenylmethylhexahydroazepin-2-one). Reaction SMILES: C([Li])CCC.CCCCCC.[NH:12]1[CH2:18][CH2:17][CH2:16][CH2:15][CH2:14][C:13]1=[O:19].[CH2:20](Br)[C:21]1[CH:26]=[CH:25][CH:24]=[CH:23][CH:22]=1.[Cl-].[NH4+]>O1CCCC1.O>[C:21]1([CH2:20][CH:14]2[CH2:15][CH2:16][CH2:17][CH2:18][NH:12][C:13]2=[O:19])[CH:26]=[CH:25][CH:24]=[CH:23][CH:22]=1 |f:4.5|. Procedure details: A solution of n-butyl lithium in hexane (2.5 M, 178 ml, 0.444 mol) was added dropwise to a mechanically stirred solution of hexahydroazepin-2-one (22.8 g, 0.202 mol) in tetrahydrofuran (400 ml) over a period of 90 minutes at 0° C. The solution was stirred for 3 hours and then cooled to -50° C. Benzyl bromide (24 ml, 0.202 mol) in tetrahydrofuran (100 ml) was then added dropwise over a period of 1 hour and the reaction mixture allowed to warm slowly to room temperature and stirred for 15 hours. A...